From a dataset of the Open Reaction Database (ORD), a public repository of structured organic reaction records. describe an organic reaction: reactants, conditions, products, and yield The reactants are C(#N)NC(SC)=NC (N-cyano-N',S-dimethylisothiourea), ClC1=CC(=CC=C1)C(=O)OO (m-chloroperbenzoic acid). Solvent: CC(=O)C (acetone), CC(=O)C (acetone). Reaction conditions: time 1 hour. Product: C(#N)NC(=NC)S(=O)C (N-cyano-N'-methyl-methylsulfinylformamidine). The yield is 62.6%. Reaction SMILES: [C:1]([NH:3][C:4](=[N:7][CH3:8])[S:5][CH3:6])#[N:2].ClC1C=CC=C(C(OO)=[O:17])C=1>CC(C)=O>[C:1]([NH:3][C:4]([S:5]([CH3:6])=[O:17])=[N:7][CH3:8])#[N:2]. Procedure: To a stirred suspension of N-cyano-N',S-dimethylisothiourea (19.4 g) in acetone (700 ml) was added dropwise a solution of m-chloroperbenzoic acid (80% purity, 38.8 g) in acetone (120 ml) at 20°-25° C. After stirring for 1 hr. at the same temperature, the reaction mixture was cooled in an ice bath for 1 hr. and the precipitate was filtered and washed with acetone to give N-cyano-N'-methyl-methylsulfinylformamidine (13.65 g). Yield 62.8%, m.p. 115.5°-116° C. Reported procedure: 1-(2-Methylpropyl)-7-(3-nitrophenoxy)-2-propyl-1H-imidazo[4,5-c]quinolin-4-amine (0.254 g, 0.606 mmol), prepared as described in Example 37, was stirred in ethanol (10 mL), and 5% platinum on carbon (0.025 g) was added. The reaction was placed under a positive pressure of hydrogen and stirred for one hour. The reaction mixture was filtered through a layer of CELITE filter aid, and the filter cake was washed with methanol. The filtrate was concentrated under reduced pressure, and the residue was ... Reaction conditions: time 1 hour. Starting materials: CC(CN1C(=NC=2C(=NC=3C=C(C=CC3C21)OC2=CC(=CC=C2)[N+](=O)[O-])N)CCC)C (1-(2-Methylpropyl)-7-(3-nitrophenoxy)-2-propyl-1H-imidazo[4,5-c]quinolin-4-amine), [H][H] (hydrogen), C(C)O (ethanol). Product: C(C)NC=1C=C(OC=2C=CC=3C4=C(C(=NC3C2)N)N=C(N4CC(C)C)CCC)C=CC1 (7-(3-ethylaminophenoxy)-1-(2-methylpropyl)-2-propyl-1H-imidazo[4,5-c]quinolin-4-amine). As a reaction SMILES: [CH3:1][CH:2]([CH3:31])[CH2:3][N:4]1[C:16]2[C:15]3[CH:14]=[CH:13][C:12]([O:17][C:18]4[CH:23]=[CH:22][CH:21]=[C:20]([N+:24]([O-])=O)[CH:19]=4)=[CH:11][C:10]=3[N:9]=[C:8]([NH2:27])[C:7]=2[N:6]=[C:5]1[CH2:28][CH2:29][CH3:30].[H][H].[CH2:34](O)[CH3:35]>[Pt]>[CH2:34]([NH:24][C:20]1[CH:19]=[C:18]([CH:23]=[CH:22][CH:21]=1)[O:17][C:12]1[CH:13]=[CH:14][C:15]2[C:16]3[N:4]([CH2:3][CH:2]([CH3:31])[CH3:1])[C:5]([CH2:28][CH2:29][CH3:30])=[N:6][C:7]=3[C:8]([NH2:27])=[N:9][C:10]=2[CH:11]=1)[CH3:35]. Reagents/catalysts: [Pt] (platinum on carbon).